The task is: describe an organic reaction: reactants, conditions, products, and yield. This data is from the Open Reaction Database (ORD), a public repository of structured organic reaction records. Starting materials: O=C1CCC1, CNC(=O)c1ccc(Oc2cc3c(cc2I)CCNCC3)nc1, CC(=O)O, CO. The product is CNC(=O)c1ccc(Oc2cc3c(cc2I)CCN(C2CCC2)CC3)nc1. Reaction SMILES: [C:24]1(=[O:28])[CH2:25][CH2:26][CH2:27]1.[CH3:1][NH:2][C:3](=[O:4])[c:5]1[cH:6][n:7][c:8]([O:11][c:12]2[cH:13][c:14]3[c:15]([cH:21][c:22]2[I:23])[CH2:16][CH2:17][NH:18][CH2:19][CH2:20]3)[cH:9][cH:10]1.[CH3:29][C:30](=[O:31])[OH:32].[CH3:33][OH:34]>>[CH3:1][NH:2][C:3](=[O:4])[c:5]1[cH:6][n:7][c:8]([O:11][c:12]2[cH:13][c:14]3[c:15]([cH:21][c:22]2[I:23])[CH2:16][CH2:17][N:18]([CH:24]2[CH2:25][CH2:26][CH2:27]2)[CH2:19][CH2:20]3)[cH:9][cH:10]1. Starting materials: OCCN(C(=O)C=1C=NN(C1)C1=CC=C(C=C1)OCCCN1[C@@H](CCC1)C)CCO (1-(4-{3-[(2R)-2-methylpyrrolidin-1-yl]propoxy}phenyl)-1H-pyrazole-4-carboxylic acid bis-(2-hydroxyethyl)-amide), CC(=O)OI1(C=2C=CC=CC2C(=O)O1)(OC(=O)C)OC(=O)C (Dess-Martin reagent). Solvent: O (water), C(Cl)(Cl)Cl (chloroform). Reaction conditions: time 16 hour. Yields the product OC1CN(CCO1)C(=O)C=1C=NN(C1)C1=CC=C(C=C1)OCCCN1[C@@H](CCC1)C ((2-hydroxymorpholin-4-yl)[1-(4-{3-[(2R)-2-methylpyrrolidin-1-yl]propoxy}phenyl)-1H-pyrazol-4-yl]methanone). Yield: 2.2%. As a reaction SMILES: [OH:1][CH2:2][CH2:3][N:4]([CH2:28][CH2:29][OH:30])[C:5]([C:7]1[CH:8]=[N:9][N:10]([C:12]2[CH:17]=[CH:16][C:15]([O:18][CH2:19][CH2:20][CH2:21][N:22]3[CH2:26][CH2:25][CH2:24][C@H:23]3[CH3:27])=[CH:14][CH:13]=2)[CH:11]=1)=[O:6].CC(OI1(OC(C)=O)(OC(C)=O)OC(=O)C2C=CC=CC1=2)=O>C(Cl)(Cl)Cl.O>[OH:1][CH:2]1[O:30][CH2:29][CH2:28][N:4]([C:5]([C:7]2[CH:8]=[N:9][N:10]([C:12]3[CH:13]=[CH:14][C:15]([O:18][CH2:19][CH2:20][CH2:21][N:22]4[CH2:26][CH2:25][CH2:24][C@H:23]4[CH3:27])=[CH:16][CH:17]=3)[CH:11]=2)=[O:6])[CH2:3]1. Reported procedure: To a solution of 1-(4-{3-[(2R)-2-methylpyrrolidin-1-yl]propoxy}phenyl)-1H-pyrazole-4-carboxylic acid bis-(2-hydroxyethyl)-amide obtained in Example 20 (1.0 g) in chloroform (8 mL), Dess-Martin reagent (1.1 g) was added and stirred at room temperature for 16 hours. The reaction mixture was diluted with water and extracted with chloroform. The organic layer was washed with brine, dried over magnesium sulfate and concentrated under reduced pressure. The resulting residue was purified by silica gel ... Starting materials: C(C)N1C(C(NC2=CC(=C(C=C12)[N+](=O)[O-])NC(C(=O)OCC)=O)=O)=O (Ethyl N-(1-ethyl-7-nitro-2,3(1H,4H)-quinoxalinedion-6-yl)oxamate), O (water), C(C)O (ethanol). The solvent is S(O)(O)(=O)=O (sulfuric acid). The product is NC=1C=C2NC(C(N(C2=CC1[N+](=O)[O-])CC)=O)=O (6-Amino-1-ethyl-7-nitro-2,3(1H,4H)-quinoxalinedione). Isolated yield 94.4%. RXN SMILES: [CH2:1]([N:3]1[C:12]2[C:7](=[CH:8][C:9]([NH:16]C(=O)C(OCC)=O)=[C:10]([N+:13]([O-:15])=[O:14])[CH:11]=2)[NH:6][C:5](=[O:24])[C:4]1=[O:25])[CH3:2].O.C(O)C>S(=O)(=O)(O)O>[NH2:16][C:9]1[CH:8]=[C:7]2[C:12](=[CH:11][C:10]=1[N+:13]([O-:15])=[O:14])[N:3]([CH2:1][CH3:2])[C:4](=[O:25])[C:5](=[O:24])[NH:6]2. Procedure: 24 g (68.6 mmol) of this amide were refluxed in a mixture of 13 ml of concentrated sulfuric acid, 240 ml of water and 250 ml of ethanol for 3 h. The precipitate was then filtered off with suction to yield 16.2 g (98%) of the product. Isolated yield 66.1%. As a reaction SMILES: Cl[S:2]([C:5]1[CH:6]=[C:7]([CH:17]=[CH:18][CH:19]=1)[C:8]([O:10][CH2:11][CH2:12][Si:13]([CH3:16])([CH3:15])[CH3:14])=[O:9])(=[O:4])=[O:3].ClCCl.[NH2:23][C:24]1[CH:33]=[CH:32][C:27]([C:28]([O:30][CH3:31])=[O:29])=[CH:26][N:25]=1>CN(C)C1C=CN=CC=1.N1C=CC=CC=1>[CH3:14][Si:13]([CH3:16])([CH3:15])[CH2:12][CH2:11][O:10][C:8]([C:7]1[CH:6]=[C:5]([S:2]([NH:23][C:24]2[CH:33]=[CH:32][C:27]([C:28]([O:30][CH3:31])=[O:29])=[CH:26][N:25]=2)(=[O:4])=[O:3])[CH:19]=[CH:18][CH:17]=1)=[O:9]. Product: C[Si](CCOC(=O)C=1C=C(C=CC1)S(=O)(=O)NC1=NC=C(C(=O)OC)C=C1)(C)C (methyl 6-{[(3-{[2-(trimethylsilyl)ethoxy]carbonyl}phenyl)sulfonyl]amino}nicotinate). Starting materials: ClS(=O)(=O)C=1C=C(C(=O)OCC[Si](C)(C)C)C=CC1 (2-(trimethylsilyl)ethyl 3-(chlorosulfonyl)benzoate), ClCCl (dichloromethane), NC1=NC=C(C(=O)OC)C=C1 (methyl 6-aminonicotinate). Procedure details: To a mixture of 2.0 g of 2-(trimethylsilyl)ethyl 3-(chlorosulfonyl)benzoate and 40 mL of dichloromethane were added 5.0 mL of pyridine, 1.0 g of methyl 6-aminonicotinate, and 761 mg of N,N-dimethylpyridin-4-amine, followed by stirring at room temperature for 14 hours. The reaction mixture was concentrated under reduced pressure, and then to the residue was added a 10% aqueous citric acid solution, followed by extraction with ethyl acetate. The organic layer was washed with a saturated aqueous so... The reagents and catalysts are CN(C1=CC=NC=C1)C (N,N-dimethylpyridin-4-amine). Run in N1=CC=CC=C1 (pyridine). Reaction conditions: time 14 hour. Starting materials: C[C@@H]1NCCNC1 ((2S)-2-methylpiperazine), [OH-].[Na+] (sodium hydroxide), FC(OC1=CC=C(C=C1)S(=O)(=O)Cl)(F)F (4-[(trifluoromethyl)oxy]benzenesulfonyl chloride). The solvent is O1CCCC1 (tetrahydrofuran). Reaction conditions: time 4 hour. Product: C[C@H]1CN(CCN1)S(=O)(=O)C1=CC=C(C=C1)OC(F)(F)F ((3S)-3-Methyl-1-({4-[(trifluoromethyl)oxy]phenyl}sulfonyl)piperazine). The yield is 79.7%. Reaction SMILES: [CH3:1][C@H:2]1[CH2:7][NH:6][CH2:5][CH2:4][NH:3]1.[OH-].[Na+].[F:10][C:11]([F:24])([F:23])[O:12][C:13]1[CH:18]=[CH:17][C:16]([S:19](Cl)(=[O:21])=[O:20])=[CH:15][CH:14]=1>O1CCCC1>[CH3:1][C@@H:2]1[NH:3][CH2:4][CH2:5][N:6]([S:19]([C:16]2[CH:15]=[CH:14][C:13]([O:12][C:11]([F:10])([F:23])[F:24])=[CH:18][CH:17]=2)(=[O:21])=[O:20])[CH2:7]1 |f:1.2|. Procedure details: A mixture of (2S)-2-methylpiperazine (1 g, 9.98 mmol, supplier Aldrich) in tetrahydrofuran (8 mL) and 3M aqueous sodium hydroxide (6.66 mL, 19.97 mmol) was cooled to 0° C. before addition of 4-[(trifluoromethyl)oxy]benzenesulfonyl chloride (2.86 g, 10.98 mmol, supplier Aldrich) dropwise via a dropping funnel. After addition, the cool bath was removed and the reaction stirred at room temperature for 4 h before standing at room temperature for 17 h. The mixture was concentrated in vacuo and then t... Reactants: C(C)(C)NC(C)C (diisopropylamine), COC1=C(C(=O)C2=CC=CC=C2)C(=CC=C1)OC (2,6-dimethoxybenzophenone), C(C)=NC(C)(C)C (N-ethylidene-tert.butylamine), C(CCC)[Li] (butyl lithium), CCCCCC (hexane). Run in O (water), C1CCOC1 (THF), CCOCC (ether), CCOCC (ether), CCOCC (ether). Reaction conditions: time 20 minute. The product is COC1=C(C(=CC=C1)OC)C(CC=NC(C)(C)C)(C1=CC=CC=C1)O (N-(3-(2,6-dimethoxyphenyl)-3-hydroxy-3phenylpropylidene)tert.butylamine). Yield: 93.7%. As a reaction SMILES: C(NC(C)C)(C)C.C([Li])CCC.CCCCCC.[CH:19](=[N:21][C:22]([CH3:25])([CH3:24])[CH3:23])[CH3:20].[CH3:26][O:27][C:28]1[CH:41]=[CH:40][CH:39]=[C:38]([O:42][CH3:43])[C:29]=1[C:30]([C:32]1[CH:37]=[CH:36][CH:35]=[CH:34][CH:33]=1)=[O:31]>CCOCC.O.C1COCC1>[CH3:43][O:42][C:38]1[CH:39]=[CH:40][CH:41]=[C:28]([O:27][CH3:26])[C:29]=1[C:30]([OH:31])([C:32]1[CH:37]=[CH:36][CH:35]=[CH:34][CH:33]=1)[CH2:20][CH:19]=[N:21][C:22]([CH3:25])([CH3:24])[CH3:23]. Reported procedure: A solution of diisopropylamine (10.1 g, 0.1 mol) in dry ether (100 ml) was cooled to -10°. A solution of butyl lithium in hexane (65 ml, 0.1 mol) was added, and the mixture was stirred at -10° for 20 min. A solution of N-ethylidene-tert.butylamine (10 g, 0.1 mol) in dry ether (100 ml) was added and the solution was stirred at 0° for 20 min. After cooling to -30° a solution of 2,6-dimethoxybenzophenone (24.1 g, 0.1 mol) in dry ether (100 ml), containing 30 ml THF, was added. The mixture was then ...